Dataset: the Open Reaction Database (ORD), a public repository of structured organic reaction records. Task: describe an organic reaction: reactants, conditions, products, and yield Reactants: Cc1ccccc1, CCO, OB(O)c1cc(F)cc(C(F)(F)F)c1, Cc1c(Br)ccc(N)c1C#N, [Na+], [Na+], O=C([O-])[O-], O, c1ccc(P(c2ccccc2)(c2ccccc2)[Pd](P(c2ccccc2)(c2ccccc2)c2ccccc2)(P(c2ccccc2)(c2ccccc2)c2ccccc2)P(c2ccccc2)(c2ccccc2)c2ccccc2)cc1. The product is Cc1c(-c2cc(F)cc(C(F)(F)F)c2)ccc(N)c1C#N. Reaction SMILES: [CH3:18][c:19]1[cH:20][cH:21][cH:22][cH:23][cH:24]1.[CH3:39][CH2:40][OH:41].[F:25][c:26]1[cH:27][c:28]([B:36]([OH:37])[OH:38])[cH:29][c:30]([C:32]([F:33])([F:34])[F:35])[cH:31]1.[NH2:1][c:2]1[c:3]([C:4]#[N:5])[c:6]([CH3:11])[c:7]([Br:10])[cH:8][cH:9]1.[Na+:12].[Na+:13].[O-:14][C:15](=[O:16])[O-:17].[OH2:119].[cH:42]1[cH:43][cH:44][c:45]([P:46]([Pd:47]([P:48]([c:49]2[cH:50][cH:51][cH:52][cH:53][cH:54]2)([c:55]2[cH:56][cH:57][cH:58][cH:59][cH:60]2)[c:61]2[cH:62][cH:63][cH:64][cH:65][cH:66]2)([P:67]([c:68]2[cH:69][cH:70][cH:71][cH:72][cH:73]2)([c:74]2[cH:75][cH:76][cH:77][cH:78][cH:79]2)[c:80]2[cH:81][cH:82][cH:83][cH:84][cH:85]2)[P:86]([c:87]2[cH:88][cH:89][cH:90][cH:91][cH:92]2)([c:93]2[cH:94][cH:95][cH:96][cH:97][cH:98]2)[c:99]2[cH:100][cH:101][cH:102][cH:103][cH:104]2)([c:105]2[cH:106][cH:107][cH:108][cH:109][cH:110]2)[c:111]2[cH:112][cH:113][cH:114][cH:115][cH:116]2)[cH:117][cH:118]1>>[NH2:1][c:2]1[c:3]([C:4]#[N:5])[c:6]([CH3:11])[c:7](-[c:28]2[cH:27][c:26]([F:25])[cH:31][c:30]([C:32]([F:33])([F:34])[F:35])[cH:29]2)[cH:8][cH:9]1. Starting materials: BrC1=CN(C(C(=N1)NC=1C=C2CCN(CC2=CC1)C(=O)OC(C)(C)C)=O)C (tert-Butyl 6-(6-bromo-4-methyl-3-oxo-3,4-dihydropyrazin-2-ylamino)-3,4-dihydroisoquinoline-2(1H)-carboxylate), C(C)(=O)OCC1=C(C=CC=C1B1OC(C(O1)(C)C)(C)C)N1C(C=2N(C=3CCCCC3C2)CC1)=O (2-(2-(Acetoxymethyl)-3-(4,4,5,5-tetramethyl-1,3,2-dioxaborolan-2-yl)phenyl)-3,4,6,7,8,9-hexahydropyrazino[1,2-a]indol-1(2H)-one), C(=O)([O-])[O-].[Na+].[Na+] (Na2CO3), COCCOC (1,2-dimethoxyethane). The reagents and catalysts are C=1C=CC(=CC1)[P](C=2C=CC=CC2)(C=3C=CC=CC3)[Pd]([P](C=4C=CC=CC4)(C=5C=CC=CC5)C=6C=CC=CC6)([P](C=7C=CC=CC7)(C=8C=CC=CC8)C=9C=CC=CC9)[P](C=1C=CC=CC1)(C=1C=CC=CC1)C=1C=CC=CC1 (Pd(PPh3)4). The solvent is C(Cl)Cl (methylene chloride). The product is C(C)(=O)OCC1=C(C=CC=C1N1C(C=2N(C=3CCCCC3C2)CC1)=O)C1=CN(C(C(=N1)NC=1C=C2CCN(CC2=CC1)C(=O)OC(C)(C)C)=O)C (tert-Butyl 6-(6-(2-(Acetoxymethyl)-3-(1-oxo-3,4,6,7,8,9-hexahydropyrazino[1,2-a]indol-2(1H)-yl)phenyl)-4-methyl-3-oxo-3,4-dihydropyrazin-2-ylamino)-3,4-dihydroisoquinoline-2(1H)-carboxylate). RXN SMILES: Br[C:2]1[N:7]=[C:6]([NH:8][C:9]2[CH:10]=[C:11]3[C:16](=[CH:17][CH:18]=2)[CH2:15][N:14]([C:19]([O:21][C:22]([CH3:25])([CH3:24])[CH3:23])=[O:20])[CH2:13][CH2:12]3)[C:5](=[O:26])[N:4]([CH3:27])[CH:3]=1.[C:28]([O:31][CH2:32][C:33]1[C:38](B2OC(C)(C)C(C)(C)O2)=[CH:37][CH:36]=[CH:35][C:34]=1[N:48]1[CH2:60][CH2:59][N:51]2[C:52]3[CH2:53][CH2:54][CH2:55][CH2:56][C:57]=3[CH:58]=[C:50]2[C:49]1=[O:61])(=[O:30])[CH3:29].C([O-])([O-])=O.[Na+].[Na+].COCCOC>C1C=CC([P]([Pd]([P](C2C=CC=CC=2)(C2C=CC=CC=2)C2C=CC=CC=2)([P](C2C=CC=CC=2)(C2C=CC=CC=2)C2C=CC=CC=2)[P](C2C=CC=CC=2)(C2C=CC=CC=2)C2C=CC=CC=2)(C2C=CC=CC=2)C2C=CC=CC=2)=CC=1.C(Cl)Cl>[C:28]([O:31][CH2:32][C:33]1[C:34]([N:48]2[CH2:60][CH2:59][N:51]3[C:52]4[CH2:53][CH2:54][CH2:55][CH2:56][C:57]=4[CH:58]=[C:50]3[C:49]2=[O:61])=[CH:35][CH:36]=[CH:37][C:38]=1[C:2]1[N:7]=[C:6]([NH:8][C:9]2[CH:10]=[C:11]3[C:16](=[CH:17][CH:18]=2)[CH2:15][N:14]([C:19]([O:21][C:22]([CH3:25])([CH3:24])[CH3:23])=[O:20])[CH2:13][CH2:12]3)[C:5](=[O:26])[N:4]([CH3:27])[CH:3]=1)(=[O:30])[CH3:29] |f:2.3.4,^1:77,79,98,117|. Procedure: To a microwave tube equipped with a stirring bar, tert-butyl 6-(6-bromo-4-methyl-3-oxo-3,4-dihydropyrazin-2-ylamino)-3,4-dihydroisoquinoline-2(1H)-carboxylate 120a (300 mg, 0.689 mmol), 114a (352 mg, 0.758 mmol), Pd(PPh3)4 (39.8 mg, 0.0345 mmol), Na2CO3 aqueous solution (1.0 N, 2.27 mL, 2.27 mmol), 1,2-dimethoxyethane (3.5 mL) were added. The mixture was reacted in microwave at 130° C. for 10 min. methylene chloride (200 mL) was added and the resulting mixture was washed with water (30 mL×3), br... The reactants are ClCCl, CC(=O)OC(C)=O, CN(C)c1ccncc1, CO, C#CCN1CCC(O)C1=O, c1ccncc1. Product: C#CCN1CCC(OC(C)=O)C1=O. As a reaction SMILES: [CH2:24]([Cl:25])[Cl:26].[CH3:11][C:12](=[O:13])[O:14][C:15](=[O:16])[CH3:17].[CH3:27][N:28]([CH3:29])[c:30]1[cH:31][cH:32][n:33][cH:34][cH:35]1.[CH3:36][OH:37].[OH:1][CH:2]1[C:3](=[O:10])[N:4]([CH2:7][C:8]#[CH:9])[CH2:5][CH2:6]1.[cH:18]1[cH:19][cH:20][n:21][cH:22][cH:23]1>>[O:1]([CH:2]1[C:3](=[O:10])[N:4]([CH2:7][C:8]#[CH:9])[CH2:5][CH2:6]1)[C:12]([CH3:11])=[O:13]. The reactants are CC=Cc1cc2c(c3ccc(OC)cc13)OCc1cc(OC)ccc1-2, CCOC(C)=O, [Pd]. The product is CCCc1cc2c(c3ccc(OC)cc13)OCc1cc(OC)ccc1-2. RXN SMILES: [CH3:1][O:2][c:3]1[cH:4][cH:5][c:6]2[c:7]([c:8]([CH:22]=[CH:23][CH3:24])[cH:9][c:10]3[c:15]2[O:14][CH2:13][c:12]2[c:11]-3[cH:19][cH:18][c:17]([O:20][CH3:21])[cH:16]2)[cH:25]1.[CH3:26][CH2:27][O:28][C:29](=[O:30])[CH3:31].[Pd:32]>>[CH3:1][O:2][c:3]1[cH:4][cH:5][c:6]2[c:7]([c:8]([CH2:22][CH2:23][CH3:24])[cH:9][c:10]3[c:15]2[O:14][CH2:13][c:12]2[c:11]-3[cH:19][cH:18][c:17]([O:20][CH3:21])[cH:16]2)[cH:25]1. Reactants: Cc1nc(-n2cc(C(=O)O)nn2)sc1C(=O)NCc1ccccc1, NCc1ccc(F)cc1, NCc1ccccc1. Yields the product Cc1nc(-n2cc(C(=O)NCc3ccc(F)cc3)nn2)sc1C(=O)NCc1ccccc1. Reaction SMILES: [CH2:18]([c:19]1[cH:20][cH:21][cH:22][cH:23][cH:24]1)[NH:25][C:26](=[O:27])[c:28]1[c:29]([CH3:41])[n:30][c:31](-[n:33]2[n:34][n:35][c:36]([C:38](=[O:39])[OH:40])[cH:37]2)[s:32]1.[F:9][c:10]1[cH:11][cH:12][c:13]([CH2:14][NH2:15])[cH:16][cH:17]1.[NH2:1][CH2:2][c:3]1[cH:4][cH:5][cH:6][cH:7][cH:8]1>>[F:9][c:10]1[cH:11][cH:12][c:13]([CH2:14][NH:15][C:38]([c:36]2[n:35][n:34][n:33](-[c:31]3[n:30][c:29]([CH3:41])[c:28]([C:26]([NH:25][CH2:18][c:19]4[cH:20][cH:21][cH:22][cH:23][cH:24]4)=[O:27])[s:32]3)[cH:37]2)=[O:39])[cH:16][cH:17]1. The reactants are CCOCC, O=C=Nc1ccc(Oc2ncc(C(F)(F)F)cc2Cl)cc1, CCOC(=N)c1c(F)cccc1F. Product: CCOC(=NC(=O)Nc1ccc(Oc2ncc(C(F)(F)F)cc2Cl)cc1)c1c(F)cccc1F. RXN SMILES: [CH3:35][CH2:36][O:37][CH2:38][CH3:39].[Cl:14][c:15]1[c:16]([O:25][c:26]2[cH:27][cH:28][c:29]([N:32]=[C:33]=[O:34])[cH:30][cH:31]2)[n:17][cH:18][c:19]([C:21]([F:22])([F:23])[F:24])[cH:20]1.[F:1][c:2]1[c:3]([C:4]([O:5][CH2:6][CH3:7])=[NH:8])[c:9]([F:13])[cH:10][cH:11][cH:12]1>>[F:1][c:2]1[c:3]([C:4]([O:5][CH2:6][CH3:7])=[N:8][C:33]([NH:32][c:29]2[cH:28][cH:27][c:26]([O:25][c:16]3[c:15]([Cl:14])[cH:20][c:19]([C:21]([F:22])([F:23])[F:24])[cH:18][n:17]3)[cH:31][cH:30]2)=[O:34])[c:9]([F:13])[cH:10][cH:11][cH:12]1.